From a dataset of the Open Reaction Database (ORD), a public repository of structured organic reaction records. describe an organic reaction: reactants, conditions, products, and yield Starting materials: CO, COC(=O)NN, O=Cc1ccnc2ccccc12. Yields the product COC(=O)NN=Cc1ccnc2ccccc12. RXN SMILES: [CH3:19][OH:20].[CH3:1][O:2][C:3]([NH:4][NH2:5])=[O:6].[n:7]1[cH:8][cH:9][c:10]([CH:17]=[O:18])[c:11]2[cH:12][cH:13][cH:14][cH:15][c:16]12>>[CH3:1][O:2][C:3]([NH:4][N:5]=[CH:17][c:10]1[cH:9][cH:8][n:7][c:16]2[c:11]1[cH:12][cH:13][cH:14][cH:15]2)=[O:6]. As a reaction SMILES: [CH3:16][CH2:17][OH:18].[H:14][H:15].[N+:1]([O-:2])(=[O:3])[C:4]12[CH2:5][N:6]3[CH2:7][N:8]([CH2:9][N:10]([CH2:11]1)[CH2:12]3)[CH2:13]2>>[NH2:1][C:4]12[CH2:5][N:6]3[CH2:7][N:8]([CH2:9][N:10]([CH2:11]1)[CH2:12]3)[CH2:13]2. Starting materials: CCO, [H][H], O=[N+]([O-])C12CN3CN(CN(C3)C1)C2. Yields the product NC12CN3CN(CN(C3)C1)C2. Reactants: FC(C(=O)O)(F)F.ClC=1C(=C(C=CC1Cl)NC1=NC=NC2=CC(=C(C=C12)OC)O)F (4-[(3,4-dichloro-2-fluorophenyl)amino]-6-(methyloxy)quinazolin-7-ol trifluoroacetate), CS(=O)(=O)OCC1C[C@@H]2[C@@H](CN(C2)C(=O)OC(C)(C)C)C1 (1,1-dimethylethyl (3aR,6aS)-5-{[(methylsulfonyl)oxy]methyl}hexahydrocyclopenta[c]pyrrole-2(1H)-carboxylate), C(=O)([O-])[O-].[K+].[K+] (K2CO3). Run in CN(C(C)=O)C (N,N-dimethylacetamide), CO (methanol), C(C)(=O)OCC (ethyl acetate). Product: C1N(CC2C1CCC2)C(=O)OCOC2=C(C=C1C(=NC=NC1=C2)NC2=C(C(=C(C=C2)Cl)Cl)F)OC ({[4-[(3,4-dichloro-2-fluorophenyl)amino]-6-(methyloxy)quinazolin-7-yl]oxymethyl) hexahydrocyclopenta-[c]pyrrole-2(1H)-carboxylate). As a reaction SMILES: FC(F)(F)C(O)=O.[Cl:8][C:9]1[C:10]([F:30])=[C:11]([NH:16][C:17]2[C:26]3[C:21](=[CH:22][C:23]([OH:29])=[C:24]([O:27][CH3:28])[CH:25]=3)[N:20]=[CH:19][N:18]=2)[CH:12]=[CH:13][C:14]=1[Cl:15].CS(OC[CH:37]1[CH2:51][C@@H:40]2[CH2:41][N:42]([C:44]([O:46][C:47](C)(C)C)=[O:45])[CH2:43][C@@H:39]2[CH2:38]1)(=O)=O.C([O-])([O-])=O.[K+].[K+]>CN(C)C(=O)C.CO.C(OCC)(=O)C>[CH2:41]1[CH:40]2[CH2:51][CH2:37][CH2:38][CH:39]2[CH2:43][N:42]1[C:44]([O:46][CH2:47][O:29][C:23]1[CH:22]=[C:21]2[C:26]([C:17]([NH:16][C:11]3[CH:12]=[CH:13][C:14]([Cl:15])=[C:9]([Cl:8])[C:10]=3[F:30])=[N:18][CH:19]=[N:20]2)=[CH:25][C:24]=1[O:27][CH3:28])=[O:45] |f:0.1,3.4.5|. Procedure: A solution of 4-[(3,4-dichloro-2-fluorophenyl)amino]-6-(methyloxy)quinazolin-7-ol trifluoroacetate (salt) (0.22 g, 0.47 mmol), 1,1-dimethylethyl (3aR,6aS)-5-{[(methylsulfonyl)oxy]methyl}hexahydrocyclopenta[c]pyrrole-2(1H)-carboxylate (0.16 g, 0.51 mmol), K2CO3 (0.33 g, 2.36 mmol) in N,N-dimethylacetamide (5 mL) was heated in a sealed reaction tube at 90° C. for 12 h. The crude reaction mixture was diluted with 100 mL 10% methanol in ethyl acetate and washed with saturated aqueous sodium bicarbon... Starting materials: C(C)(C)(C)OC(N[C@@H](C(=O)N1C(COCC1)C(NC1=CC=C(C=C1)C#CC=1C(=NN(C1)CCO)C1=C(C=CC(=C1)Cl)O)=O)C1=CC=CC=C1)=O ([2-(3(R,S)-{4-[3-(5-Chloro-2-hydroxy-phenyl)-1-(2-hydroxy-ethyl)-1H-pyrazol-4-ylethynyl]-phenylcarbamoyl}-morpholin-4-yl)-2-oxo-1(R)-phenyl-ethyl]-carbamic acid tert-butyl ester), ClC=1C=CC(=C(C1)C1=NN(C=C1C#CC1=CC=C(C=C1)NC(=O)[C@H]1NCCOC1)CCO)O (Morpholine-3(S)-carboxylic acid {4-[3-(5-chloro-2-hydroxy-phenyl)-1-(2-hydroxy-ethyl)-1H-pyrazol-4-ylethynyl]-phenyl}-amide), N([C@H](C1=CC=CC=C1)C(=O)O)C(=O)OC(C)(C)C (BOC-D-Phg-OH). The product is C(C)(C)(C)OC(N[C@@H](C(=O)N1[C@@H](COCC1)C(NC1=CC=C(C=C1)C#CC=1C(=NN(C1)CCO)C1=C(C=CC(=C1)Cl)O)=O)C1=CC=CC=C1)=O ([2-(3(S)-{4-[3-(5-Chloro-2-hydroxy-phenyl)-1-(2-hydroxy-ethyl)-1H-pyrazol-4-ylethynyl]-phenylcarbamoyl}-morpholin-4-yl)-2-oxo-1(R)-phenyl-ethyl]-carbamic acid tert-butyl ester). As a reaction SMILES: [C:1]([O:5][C:6](=[O:50])[NH:7][C@H:8]([C:44]1[CH:49]=[CH:48][CH:47]=[CH:46][CH:45]=1)[C:9]([N:11]1[CH2:16][CH2:15][O:14][CH2:13][CH:12]1[C:17](=[O:43])[NH:18][C:19]1[CH:24]=[CH:23][C:22]([C:25]#[C:26][C:27]2[C:28]([C:35]3[CH:40]=[C:39]([Cl:41])[CH:38]=[CH:37][C:36]=3[OH:42])=[N:29][N:30]([CH2:32][CH2:33][OH:34])[CH:31]=2)=[CH:21][CH:20]=1)=[O:10])([CH3:4])([CH3:3])[CH3:2].ClC1C=CC(O)=C(C2C(C#CC3C=CC(NC([C@@H]4COCCN4)=O)=CC=3)=CN(CCO)N=2)C=1.N(C(OC(C)(C)C)=O)[C@@H](C(O)=O)C1C=CC=CC=1>>[C:1]([O:5][C:6](=[O:50])[NH:7][C@H:8]([C:44]1[CH:45]=[CH:46][CH:47]=[CH:48][CH:49]=1)[C:9]([N:11]1[CH2:16][CH2:15][O:14][CH2:13][C@H:12]1[C:17](=[O:43])[NH:18][C:19]1[CH:20]=[CH:21][C:22]([C:25]#[C:26][C:27]2[C:28]([C:35]3[CH:40]=[C:39]([Cl:41])[CH:38]=[CH:37][C:36]=3[OH:42])=[N:29][N:30]([CH2:32][CH2:33][OH:34])[CH:31]=2)=[CH:23][CH:24]=1)=[O:10])([CH3:4])([CH3:2])[CH3:3]. Procedure details: Using the same procedure for the preparation of 18A, reaction of compound 21A with BOC-D-Phg-OH (11A) afforded the title compound 22A as a white powder in similar yield. 1H NMR (CDCl3, 500 MHz) δ 10.60 (s, 1H), 8.71 (s, 1H), 8.62 (s, 1H), 7.90 (d, 2H, J=8.5 Hz), 7.78 (s, 1H), 7.56 (d, 2H, J=8.5 Hz), 7.43 (m, 5H), 7.20 (dd, 1H, J=8.5, 1.5 Hz), 6.97 (d, 1H, J=9.0 Hz), 5.48 (d, 1H, J=6.5 Hz), 5.40 (d, 1H, J=6.0 Hz), 5.29 (s, 1H), 4.81 (d, 1H, J=12.0 Hz), 4.31 (t, 2H, J=5.0 Hz), 4.06 (m, 2H), 3.78 (... Reactants: C(C)(C)(C)OC(NC1(COC(OC1)(C)C)CCC1=CC(=C(C=C1)OCCCC1=CC(=C(C=C1)C)C)C(F)(F)F)=O ([2,2-dimethyl-5-(2-{4-[3-(3,4-dimethylphenyl)propoxy]-3-trifluoromethylphenyl}ethyl)-1,3-dioxan-5-yl]carbamic acid t-butyl ester), Cl (hydrochloric acid). Solvent: C(C)O (ethanol). Run at temperature 80 celsius, time 1.5 hour. The product is Cl.NC(CO)(CO)CCC1=CC(=C(C=C1)OCCCC1=CC(=C(C=C1)C)C)C(F)(F)F (2-amino-2-(2-{4-[3-(3,4-dimethylphenyl)propoxy]-3-trifluoromethylphenyl}ethyl)propane-1,3-diol hydrochloride). RXN SMILES: C(OC(=O)[NH:7][C:8]1([CH2:16][CH2:17][C:18]2[CH:23]=[CH:22][C:21]([O:24][CH2:25][CH2:26][CH2:27][C:28]3[CH:33]=[CH:32][C:31]([CH3:34])=[C:30]([CH3:35])[CH:29]=3)=[C:20]([C:36]([F:39])([F:38])[F:37])[CH:19]=2)[CH2:13][O:12]C(C)(C)[O:10][CH2:9]1)(C)(C)C.[ClH:41]>C(O)C>[ClH:41].[NH2:7][C:8]([CH2:16][CH2:17][C:18]1[CH:23]=[CH:22][C:21]([O:24][CH2:25][CH2:26][CH2:27][C:28]2[CH:33]=[CH:32][C:31]([CH3:34])=[C:30]([CH3:35])[CH:29]=2)=[C:20]([C:36]([F:37])([F:38])[F:39])[CH:19]=1)([CH2:9][OH:10])[CH2:13][OH:12] |f:3.4|. Reported procedure: Compound 37-4 (640 mg) was dissolved in ethanol (15 ml), concentrated hydrochloric acid (1.5 ml) was added, and the mixture was stirred at 80° C. for 1.5 hr. The reaction mixture was concentrated, and the residue was washed with diethyl ether to give the object product (470 mg) as a white powder. The solvent is C(Cl)Cl (methylene chloride), C(Cl)Cl (methylene chloride). RXN SMILES: S1[CH2:5][CH2:4][N:3]([C:6]([O:8][C@@H:9]([CH2:20][C:21]2[CH:26]=[CH:25][CH:24]=[CH:23][CH:22]=2)[C:10]([O:12][CH2:13][C:14]2[CH:19]=[CH:18][CH:17]=[CH:16][CH:15]=2)=[O:11])=[O:7])[CH2:2]1.ClC1C=CC=C(C(OO)=O)C=1.[S:38]([O-:41])([O-])=[O:39].[Na+].[Na+]>C(Cl)Cl>[O:39]=[S:38]1(=[O:41])[CH2:5][CH2:4][N:3]([C:6]([O:8][C@@H:9]([CH2:20][C:21]2[CH:22]=[CH:23][CH:24]=[CH:25][CH:26]=2)[C:10]([O:12][CH2:13][C:14]2[CH:15]=[CH:16][CH:17]=[CH:18][CH:19]=2)=[O:11])=[O:7])[CH2:2]1 |f:2.3.4|. Procedure: To a solution of benzyl 2(S)-(3-thiazolidinecarbonyloxy)-3-phenylpropionate (371 mg) in methylene chloride (7 ml) was added 80% m-chloroperbenzoic acid (431 mg). The mixture was stirred at ambient temperature for 2 days. Then 10% sodium sulfite aqueous solution and methylene chloride were added thereto, and the mixture was separated. The aqueous layer was extracted with methylene chloride. The combined extract was washed with saturated sodium hydrogen carbonate solution 2 times and saturated sod... Conditions: time 2 day. Starting materials: S1CN(CC1)C(=O)O[C@H](C(=O)OCC1=CC=CC=C1)CC1=CC=CC=C1 (benzyl 2(S)-(3-thiazolidinecarbonyloxy)-3-phenylpropionate), ClC1=CC(=CC=C1)C(=O)OO (m-chloroperbenzoic acid), S(=O)([O-])[O-].[Na+].[Na+] (sodium sulfite). The product is O=S1(CN(CC1)C(=O)O[C@H](C(=O)OCC1=CC=CC=C1)CC1=CC=CC=C1)=O (benzyl 2(S)-(1,1-dioxothiazolidine-3-carbonyloxy)-3-phenylpropionate). Reactants: OCC1=C(C=NC=C1OCC=1C(=NC=CC1)C1=CC=NN1C(C)C)O (4-(hydroxymethyl)-5-((2-(1-isopropyl-1H-pyrazol-5-yl)pyridin-3-yl)methoxy)pyridin-3-ol). Reagents/catalysts: O=[Mn]=O (MnO2). Solvent: CC#N (CH3CN). Reaction conditions: temperature 46 celsius. The product is OC1=C(C=O)C(=CN=C1)OCC=1C(=NC=CC1)C1=CC=NN1C(C)C (3-hydroxy-5-((2-(1-isopropyl-1H-pyrazol-5-yl)pyridin-3-yl)methoxy)isonicotinaldehyde). RXN SMILES: [OH:1][CH2:2][C:3]1[C:8]([O:9][CH2:10][C:11]2[C:12]([C:17]3[N:21]([CH:22]([CH3:24])[CH3:23])[N:20]=[CH:19][CH:18]=3)=[N:13][CH:14]=[CH:15][CH:16]=2)=[CH:7][N:6]=[CH:5][C:4]=1[OH:25]>CC#N.O=[Mn]=O>[OH:25][C:4]1[CH:5]=[N:6][CH:7]=[C:8]([O:9][CH2:10][C:11]2[C:12]([C:17]3[N:21]([CH:22]([CH3:24])[CH3:23])[N:20]=[CH:19][CH:18]=3)=[N:13][CH:14]=[CH:15][CH:16]=2)[C:3]=1[CH:2]=[O:1]. Reported procedure: To 4-(hydroxymethyl)-5-((2-(1-isopropyl-1H-pyrazol-5-yl)pyridin-3-yl)methoxy)pyridin-3-ol (26 mg, 0.076 mmol, 1 eq.) in CH3CN (10 mL) was added MnO2 (66 mg, 0.76 mmol, 10 eq.). The mixture was heated to 46° C. with stirring O/N, cooled to rt, filtered, and concentrated to give 3-hydroxy-5-((2-(1-isopropyl-1H-pyrazol-5-yl)pyridin-3-yl)methoxy)isonicotinaldehyde as a pale yellow oil. 1H NMR (400 MHz, CDCl3) δ 11.06 (s, 1H), 10.35 (s, 1H), 8.70 (dd, J=4.7, 1.5 Hz, 1H), 8.11 (s, 1H), 7.89 (dd, J=7.9...